This data is from the Open Reaction Database (ORD), a public repository of structured organic reaction records. The task is: describe an organic reaction: reactants, conditions, products, and yield Starting materials: CCOC(=O)c1ccc(CBr)cc1, Cc1ccccc1, c1ccc(P(c2ccccc2)c2ccccc2)cc1. Yields the product [Br-], CCOC(=O)c1ccc(C[P+](c2ccccc2)(c2ccccc2)c2ccccc2)cc1. As a reaction SMILES: [Br:1][CH2:2][c:3]1[cH:4][cH:5][c:6]([C:7](=[O:8])[O:9][CH2:10][CH3:11])[cH:12][cH:13]1.[CH3:33][c:34]1[cH:35][cH:36][cH:37][cH:38][cH:39]1.[c:14]1([P:20]([c:21]2[cH:22][cH:23][cH:24][cH:25][cH:26]2)[c:27]2[cH:28][cH:29][cH:30][cH:31][cH:32]2)[cH:15][cH:16][cH:17][cH:18][cH:19]1>>[Br-:1].[CH2:2]([c:3]1[cH:4][cH:5][c:6]([C:7](=[O:8])[O:9][CH2:10][CH3:11])[cH:12][cH:13]1)[P+:20]([c:14]1[cH:15][cH:16][cH:17][cH:18][cH:19]1)([c:21]1[cH:22][cH:23][cH:24][cH:25][cH:26]1)[c:27]1[cH:28][cH:29][cH:30][cH:31][cH:32]1. As a reaction SMILES: [CH3:14][NH2:15].[CH3:16][CH2:17][OH:18].[Cl:1][c:2]1[n:3][c:4]([CH3:13])[n:5][cH:6][c:7]1[C:8](=[S:9])[O:10][CH2:11][CH3:12].[Cl:20][CH2:21][Cl:22].[OH2:19]>>[c:2]1([NH:15][CH3:14])[n:3][c:4]([CH3:13])[n:5][cH:6][c:7]1[C:8](=[S:9])[O:10][CH2:11][CH3:12]. Starting materials: CN, CCO, CCOC(=S)c1cnc(C)nc1Cl, ClCCl, O. Product: CCOC(=S)c1cnc(C)nc1NC.